This data is from the Open Reaction Database (ORD), a public repository of structured organic reaction records. The task is: describe an organic reaction: reactants, conditions, products, and yield Starting materials: COC(C1=CC=C(C=C1)OC1=CN=C(S1)NC(C(OC1=C(C=C(C=C1)F)F)C1=CC=C(C=C1)S(=O)(=O)C1CC1)=O)=O (4-{2-[2-(4-Cyclopropanesulfonyl-phenyl)-2-(2,4-difluoro-phenoxy)-acetylamino]-thiazol-5-yloxy}-benzoic acid methyl ester), [Li+].[OH-] (LiOH). Solvent: C1CCOC1.CO.O (THF MeOH Water). The product is C1(CC1)S(=O)(=O)C1=CC=C(C=C1)C(C(=O)NC=1SC(=CN1)OC1=CC=C(C(=O)O)C=C1)OC1CCOCC1 (4-{2-[2-(4-Cyclopropanesulfonyl-phenyl)-2-(tetrahydro-pyran-4-yloxy)-acetylamino]-thiazol-5-yloxy}-benzoic acid). Isolated yield 72.2%. RXN SMILES: C[O:2][C:3](=[O:41])[C:4]1[CH:9]=[CH:8][C:7]([O:10][C:11]2[S:15][C:14]([NH:16][C:17](=[O:40])[CH:18]([C:28]3[CH:33]=[CH:32][C:31]([S:34]([CH:37]4[CH2:39][CH2:38]4)(=[O:36])=[O:35])=[CH:30][CH:29]=3)[O:19][C:20]3[CH:25]=[CH:24]C(F)=[CH:22][C:21]=3F)=[N:13][CH:12]=2)=[CH:6][CH:5]=1.[Li+].[OH-:43]>C1COCC1.CO.O>[CH:37]1([S:34]([C:31]2[CH:32]=[CH:33][C:28]([CH:18]([O:19][CH:20]3[CH2:25][CH2:24][O:43][CH2:22][CH2:21]3)[C:17]([NH:16][C:14]3[S:15][C:11]([O:10][C:7]4[CH:6]=[CH:5][C:4]([C:3]([OH:2])=[O:41])=[CH:9][CH:8]=4)=[CH:12][N:13]=3)=[O:40])=[CH:29][CH:30]=2)(=[O:36])=[O:35])[CH2:38][CH2:39]1 |f:1.2,3.4.5|. Reported procedure: The compound of example B29 was obtained by similar method described in example B28 using 4-{2-[2-(4-Cyclopropanesulfonyl-phenyl)-2-(2,4-difluoro-phenoxy)-acetylamino]-thiazol-5-yloxy}-benzoic acid methyl ester (0.17 g, 0.29 mmol), LiOH (0.062 g, 1.48 mmol) in THF: MeOH: Water (1:1:1, 9 mL) to provide the title compound (0.117 g, 72%). Reactants: C([O-])([O-])=O.[Li+].[Li+] (lithium carbonate), FC1=C(C=C(C#N)C=C1)C(F)(F)F (4-fluoro-3-(trifluoromethyl)benzonitrile), CS(=O)C.C[C@@H]1NCC[C@@H]1O ((2S,3S)-2-methylpyrrolidin-3-ol dimethyl sulfoxide). Yields the product O[C@@H]1[C@@H](N(CC1)C1=C(C=C(C#N)C=C1)C(F)(F)F)C (4-[(2S,3S)-3-hydroxy-2-methylpyrrolidin-1-yl]-3-(trifluoromethyl)benzonitrile), crystals. Reaction SMILES: F[C:2]1[CH:9]=[CH:8][C:5]([C:6]#[N:7])=[CH:4][C:3]=1[C:10]([F:13])([F:12])[F:11].CS(C)=O.[CH3:18][C@H:19]1[C@@H:23]([OH:24])[CH2:22][CH2:21][NH:20]1.C(=O)([O-])[O-].[Li+].[Li+]>>[OH:24][C@H:23]1[CH2:22][CH2:21][N:20]([C:2]2[CH:9]=[CH:8][C:5]([C:6]#[N:7])=[CH:4][C:3]=2[C:10]([F:13])([F:12])[F:11])[C@H:19]1[CH3:18] |f:1.2,3.4.5|. Reported procedure: Using 4-fluoro-3-(trifluoromethyl)benzonitrile (398 mg), 0.9 mol/L (2S,3S)-2-methylpyrrolidin-3-ol dimethyl sulfoxide solution (2.35 mL) and lithium carbonate (156 mg), the title compound was obtained as yellow crystals (yield: 135 mg) by an operation similar to that in Example 3. Reactants: C(=O)(O)C1=NN(C(=C1OC)C1=CC=C(C=C1)Cl)C1=C(C=CC=C1)Cl (3-carboxy-1-(2-chlorophenyl)-5-(4-chlorophenyl)-4-methoxy-1H-pyrazole), C[Li] (methyl lithium), Cl (HCl), C(=C)[Mg]Br (vinylmagnesium bromide). Solvent: O1CCCC1 (tetrahydrofuran), O (water). Conditions: time 30 minute. Product: ClC1=C(C=CC=C1)N1N=C(C(=C1C1=CC=C(C=C1)Cl)OC)C(=O)C=C (1-(2-chlorophenyl)-5-(4-chlorophenyl)-4-methoxy-3-vinylcarbonyl-1H-pyrazole). The yield is 70.0%. RXN SMILES: [C:1]([C:4]1[C:8]([O:9][CH3:10])=[C:7]([C:11]2[CH:16]=[CH:15][C:14]([Cl:17])=[CH:13][CH:12]=2)[N:6]([C:18]2[CH:23]=[CH:22][CH:21]=[CH:20][C:19]=2[Cl:24])[N:5]=1)([OH:3])=O.C[Li].[CH:27]([Mg]Br)=[CH2:28].Cl>O1CCCC1.O>[Cl:24][C:19]1[CH:20]=[CH:21][CH:22]=[CH:23][C:18]=1[N:6]1[C:7]([C:11]2[CH:12]=[CH:13][C:14]([Cl:17])=[CH:15][CH:16]=2)=[C:8]([O:9][CH3:10])[C:4]([C:1]([CH:27]=[CH2:28])=[O:3])=[N:5]1. Procedure details: To a solution of 3-carboxy-1-(2-chlorophenyl)-5-(4-chlorophenyl)-4-methoxy-1H-pyrazole (1.09 g) in tetrahydrofuran (30 mL) was added dropwise methyl lithium (2.9 mL, 1.04 M diethylether solution) at −78° C. under nitrogen-gas atmosphere and the mixture was stirred at the same temperature for 30 minutes After warming to room temperature, to the reaction mixture was added dropwise vinylmagnesium bromide (7.7 mL, 0.97 M tetrahydrofuran solution) and the mixture was stirred at room temperature for 3... Starting materials: CC(=O)O, Nc1cc(S(=O)(=O)N2CCCCc3ccccc32)ccc1Cl, ClCCl, NC(N)=O. Yields the product NC(=O)Nc1cc(S(=O)(=O)N2CCCCc3ccccc32)ccc1Cl. RXN SMILES: [C:27]([OH:28])(=[O:29])[CH3:30].[Cl:1][c:2]1[c:3]([NH2:22])[cH:4][c:5]([S:8](=[O:9])(=[O:10])[N:11]2[c:12]3[c:13]([cH:18][cH:19][cH:20][cH:21]3)[CH2:14][CH2:15][CH2:16][CH2:17]2)[cH:6][cH:7]1.[Cl:31][CH2:32][Cl:33].[NH2:23][C:24]([NH2:25])=[O:26]>>[Cl:1][c:2]1[c:3]([NH:22][C:24]([NH2:23])=[O:26])[cH:4][c:5]([S:8](=[O:9])(=[O:10])[N:11]2[c:12]3[c:13]([cH:18][cH:19][cH:20][cH:21]3)[CH2:14][CH2:15][CH2:16][CH2:17]2)[cH:6][cH:7]1. RXN SMILES: [Cl:1][c:2]1[cH:3][c:4]2[c:8]([cH:9][cH:10]1)[NH:7][C:6](=[O:11])[C:5]2([CH2:12][N+:13](=[O:14])[O-:15])[CH:16]([C:17]([OH:18])=[O:19])[C:20]#[N:21].[O:22]=[CH:23][N:24]([CH3:25])[CH3:26]>>[Cl:1][c:2]1[cH:3][c:4]2[c:8]([cH:9][cH:10]1)[NH:7][C:6](=[O:11])[C:5]2([CH2:12][N+:13](=[O:14])[O-:15])[CH2:16][C:20]#[N:21]. The reactants are N#CC(C(=O)O)C1(C[N+](=O)[O-])C(=O)Nc2ccc(Cl)cc21, CN(C)C=O. The product is N#CCC1(C[N+](=O)[O-])C(=O)Nc2ccc(Cl)cc21.